From a dataset of the Open Reaction Database (ORD), a public repository of structured organic reaction records. describe an organic reaction: reactants, conditions, products, and yield Reactants: N1C=NC(=C1)CC(=O)O ((1H-imidazol-4-yl)-acetic acid), C(C1=CC=CC=C1)[C@H]1CN(CCN1)C1=CC(=C(C=C1)OC)OC1CCC1 (3(S)-benzyl-1-(3-cyclobutoxy-4-methoxy-phenyl)-piperazine), Product. Yields the product C(C1=CC=CC=C1)[C@@H]1N(CCN(C1)C1=CC(=C(C=C1)OC)OC1CCC1)C(CC=1N=CNC1)=O ((S)-1-(2-benzyl-4-(3-cyclobutoxy-4-methoxyphenyl)piperazin-1-yl)-2-(1H-imidazol-4-yl)ethanone). RXN SMILES: [NH:1]1[CH:5]=[C:4]([CH2:6][C:7]([OH:9])=O)[N:3]=[CH:2]1.[CH2:10]([C@@H:17]1[NH:22][CH2:21][CH2:20][N:19]([C:23]2[CH:28]=[CH:27][C:26]([O:29][CH3:30])=[C:25]([O:31][CH:32]3[CH2:35][CH2:34][CH2:33]3)[CH:24]=2)[CH2:18]1)[C:11]1[CH:16]=[CH:15][CH:14]=[CH:13][CH:12]=1>>[CH2:10]([C@H:17]1[CH2:18][N:19]([C:23]2[CH:28]=[CH:27][C:26]([O:29][CH3:30])=[C:25]([O:31][CH:32]3[CH2:35][CH2:34][CH2:33]3)[CH:24]=2)[CH2:20][CH2:21][N:22]1[C:7](=[O:9])[CH2:6][C:4]1[N:3]=[CH:2][NH:1][CH:5]=1)[C:11]1[CH:12]=[CH:13][CH:14]=[CH:15][CH:16]=1. Procedure: Prepared by the method outlined for Example 189 using (1H-imidazol-4-yl)-acetic acid and 3(S)-benzyl-1-(3-cyclobutoxy-4-methoxy-phenyl)-piperazine as starting material. Product as an oil (20 mg, 62%). LC/MS (Method B) 2.89 min, [M+1]+ 461. Potency class A.